From a dataset of the Open Reaction Database (ORD), a public repository of structured organic reaction records. describe an organic reaction: reactants, conditions, products, and yield The reactants are O=C=O, CCO, CCOC(C)=O, [Cl-], [Na+], O, CC(C)CC1NC(=O)C(C(=O)O)=C1O. Yields the product CC(C)CC1NC(=O)CC1=O. Reaction SMILES: [C:19](=[O:20])=[O:21].[CH2:16]([OH:17])[CH3:18].[CH3:24][CH2:25][O:26][C:27](=[O:28])[CH3:29].[Cl-:23].[Na+:22].[OH2:15].[OH:1][C:2]1=[C:3]([C:12]([OH:13])=[O:14])[C:4](=[O:11])[NH:5][CH:6]1[CH2:7][CH:8]([CH3:9])[CH3:10]>>[O:1]=[C:2]1[CH2:3][C:4](=[O:11])[NH:5][CH:6]1[CH2:7][CH:8]([CH3:9])[CH3:10]. The reactants are CC(=O)OCC1=CC(=O)C=C2CCC3C4CCC(=O)C4(C)CCC3C21C, ClCCl, CO, [K+], [OH-]. Product: CC12CCC3C(CCC4=CC(=O)C=C(CO)C43C)C1CCC2=O. As a reaction SMILES: [C:1](=[O:2])([CH3:3])[O:4][CH2:5][C:6]1=[CH:7][C:8](=[O:26])[CH:9]=[C:10]2[CH2:11][CH2:12][CH:13]3[CH:14]4[CH2:15][CH2:16][C:17](=[O:25])[C:18]4([CH3:19])[CH2:20][CH2:21][CH:22]3[C:23]12[CH3:24].[CH2:31]([Cl:32])[Cl:33].[CH3:27][OH:28].[K+:30].[OH-:29]>>[OH:4][CH2:5][C:6]1=[CH:7][C:8](=[O:26])[CH:9]=[C:10]2[CH2:11][CH2:12][CH:13]3[CH:14]4[CH2:15][CH2:16][C:17](=[O:25])[C:18]4([CH3:19])[CH2:20][CH2:21][CH:22]3[C:23]12[CH3:24]. The reactants are ice, [H-].[Na+] (NaH), [NH4+].[Cl-] (NH4Cl), BrCCCN1C(C2=CC=CC=C2C1=O)=O (2-(3-Bromo-propyl)-isoindole-1,3-dione). Solvent: CN(C)C=O (DMF), CN(C)C=O (DMF). Reaction conditions: temperature 12.5 celsius, time 30 minute. Product: CC1C(N(CC1)CCCN1C(C2=CC=CC=C2C1=O)=O)=O (2-[3-(3-methyl-2-oxo-pyrrolidin-1-yl)-propyl]-isoindole-1,3-dione). Yield: 41.0%. RXN SMILES: [H-].[Na+].Br[CH2:4][CH2:5][CH2:6][N:7]1[C:15](=[O:16])[C:14]2[C:9](=[CH:10][CH:11]=[CH:12][CH:13]=2)[C:8]1=[O:17].[NH4+:18].[Cl-]>CN(C=O)C>[CH3:9][CH:14]1[CH2:13][CH2:12][N:18]([CH2:4][CH2:5][CH2:6][N:7]2[C:15](=[O:16])[C:14]3[C:9](=[CH:10][CH:11]=[CH:12][CH:13]=3)[C:8]2=[O:17])[C:15]1=[O:16] |f:0.1,3.4|. Procedure: To an ice-cold solution of NaH (0.505 g, 12.6 mmol) in DMF (20 mL) 5-methyl-pyrrolidin-2-one (1.0 g, 10.1 mmol) in DMF (10.0 mL) was added slowly. This was stirred for 30 min at 0-25° C. 2-(3-Bromo-propyl)-isoindole-1,3-dione (2.47 g, 9.0 mmol) was added and the reaction was stirred at room temperature for 16 h. A solution of saturated NH4Cl (10.0 mL) was added and extracted with ethyl acetate. Organic layer was washed with LiCl solution and concentrated. The crude was purified on silica gel usi... Reactants: CC(O)CCO, CCOC(C)=O, ClCCl, O=S(=O)(Cl)c1c(F)c(F)c(F)c(F)c1F, [Na+], O=C([O-])O. Yields the product CC(O)CCOS(=O)(=O)c1c(F)c(F)c(F)c(F)c1F. Reaction SMILES: [CH2:1]([CH2:2][CH:3]([CH3:4])[OH:5])[OH:6].[CH3:27][CH2:28][O:29][C:30](=[O:31])[CH3:32].[Cl:33][CH2:34][Cl:35].[F:7][c:8]1[c:9]([F:21])[c:10]([F:20])[c:11]([F:19])[c:12]([F:18])[c:13]1[S:14](=[O:15])(=[O:16])[Cl:17].[Na+:26].[O-:22][C:23]([OH:24])=[O:25]>>[CH2:1]([CH2:2][CH:3]([CH3:4])[OH:5])[O:6][S:14]([c:13]1[c:8]([F:7])[c:9]([F:21])[c:10]([F:20])[c:11]([F:19])[c:12]1[F:18])(=[O:15])=[O:16].